From a dataset of the Open Reaction Database (ORD), a public repository of structured organic reaction records. describe an organic reaction: reactants, conditions, products, and yield Starting materials: CO, O=C(NS(=O)(=O)NCc1csc2c1S(=O)(=O)N=C(C1=C(O)C3C4CCC(C4)C3N(Cc3ccc(F)cc3)C1=O)N2)OCc1ccccc1. Yields the product NS(=O)(=O)NCc1csc2c1S(=O)(=O)N=C(C1=C(O)C3C4CCC(C4)C3N(Cc3ccc(F)cc3)C1=O)N2. RXN SMILES: [CH3:49][OH:50].[F:1][c:2]1[cH:3][cH:4][c:5]([CH2:6][N:7]2[CH:8]3[CH:9]4[CH2:10][CH2:11][CH:12]([CH:13]3[C:14]([OH:45])=[C:15]([C:18]3=[N:19][S:20](=[O:43])(=[O:44])[c:21]5[c:22]([s:24][cH:25][c:26]5[CH2:27][NH:28][S:29](=[O:30])(=[O:31])[NH:32][C:33](=[O:34])[O:35][CH2:36][c:37]5[cH:38][cH:39][cH:40][cH:41][cH:42]5)[NH:23]3)[C:16]2=[O:17])[CH2:46]4)[cH:47][cH:48]1>>[F:1][c:2]1[cH:3][cH:4][c:5]([CH2:6][N:7]2[CH:8]3[CH:9]4[CH2:10][CH2:11][CH:12]([CH:13]3[C:14]([OH:45])=[C:15]([C:18]3=[N:19][S:20](=[O:43])(=[O:44])[c:21]5[c:22]([s:24][cH:25][c:26]5[CH2:27][NH:28][S:29](=[O:30])(=[O:31])[NH2:32])[NH:23]3)[C:16]2=[O:17])[CH2:46]4)[cH:47][cH:48]1.